This data is from the Open Reaction Database (ORD), a public repository of structured organic reaction records. The task is: describe an organic reaction: reactants, conditions, products, and yield Reactants: CC1=CC=C(C=C1)S(=O)(=O)OCC1OC2=C(C1)C=CC=C2Br ((±)-(7-bromo-2,3-dihydro-1-benzofuran-2-yl)methyl 4-methylbenzenesulfonate), Intermediate 37, FC1=C(C=CC(=C1)F)B(O)O (2,4-difluorophenylboronic acid), C([O-])([O-])=O.[K+].[K+] (potassium carbonate). Reagents/catalysts: CC1=C([P](C2=C(C)C=CC=C2)([Pd]([P](C3=C(C)C=CC=C3)(C4=C(C)C=CC=C4)C(C=CC=C5)=C5C)(Cl)Cl)C6=C(C)C=CC=C6)C=CC=C1 (dichlorobis(tri-o-tolylphosphine)-palladium(II)). Product: CC1=CC=C(C=C1)S(=O)(=O)OCC1OC2=C(C1)C=CC=C2C2=C(C=C(C=C2)F)F ((±)-[7-(2,4-difluorophenyl)-2,3-dihydro-1-benzofuran-2-yl]methyl 4-methylbenzenesulfonate). Isolated yield 81.5%. As a reaction SMILES: [CH3:1][C:2]1[CH:7]=[CH:6][C:5]([S:8]([O:11][CH2:12][CH:13]2[CH2:17][C:16]3[CH:18]=[CH:19][CH:20]=[C:21](Br)[C:15]=3[O:14]2)(=[O:10])=[O:9])=[CH:4][CH:3]=1.[F:23][C:24]1[CH:29]=[C:28]([F:30])[CH:27]=[CH:26][C:25]=1B(O)O.C(=O)([O-])[O-].[K+].[K+]>CC1C=CC=CC=1[P](C1C=CC=CC=1C)([Pd](Cl)(Cl)[P](C1=C(C)C=CC=C1)(C1C=CC=CC=1C)C1C=CC=CC=1C)C1C=CC=CC=1C>[CH3:1][C:2]1[CH:7]=[CH:6][C:5]([S:8]([O:11][CH2:12][CH:13]2[CH2:17][C:16]3[CH:18]=[CH:19][CH:20]=[C:21]([C:27]4[CH:26]=[CH:25][C:24]([F:23])=[CH:29][C:28]=4[F:30])[C:15]=3[O:14]2)(=[O:10])=[O:9])=[CH:4][CH:3]=1 |f:2.3.4,^1:46,57|. Procedure: Treatment of (±)-(7-bromo-2,3-dihydro-1-benzofuran-2-yl)methyl 4-methylbenzenesulfonate (5.0 g, 13.05 mmol) with 2,4-difluorophenylboronic acid (3.09 g, 19.57 mmol), dichlorobis(tri-o-tolylphosphine)-palladium(II) (0.512 g, 0.651 mmol), and potassium carbonate (4.51 g, 32.62 mmol) generally according to the procedure described for Intermediate 37 afforded 4.43 g (82%) of (±)-[7-(2,4-difluorophenyl)-2,3-dihydro-1-benzofuran-2-yl]methyl 4-methylbenzenesulfonate as a white solid. mp 116-118° C.; An... Starting materials: CS(=O)(=O)O (Methanesulfonic acid), C(=O)(OC)C=1C(=NC2=CC(=CC=C2C1)SCCCC1=CC2=C(CC(O2)CCC2=CC=CC=C2)C=C1OCC1=CC=CC=C1)OC (6-[3-(carbomethoxy-2-methoxyquinolin-7-yl)thiopropyl]-5-benzyloxy-2-(2-phenylethyl)-2,3-dihydrobenzofuran), FC(C(=O)O)(F)F (trifluoroacetic acid), C1(=CC=CC=C1)SC (thioanisole), ice, C([O-])(O)=O.[Na+] (sodium bicarbonate). The solvent is [Cl-].[Na+].O (brine), C(C)OCC (diethyl ether), O1CCCC1 (tetrahydrofurane). Conditions: time 30 minute. Product: C1(=CC=CC=C1)CCC1OC2=C(C1)C=CC=C2 (2-phenylethyl-2,3-dihydrobenzofuran). As a reaction SMILES: CS(O)(=O)=O.C(C1C(OC)=NC2C(C=1)=CC=C(SCCC[C:24]1[C:40](OCC3C=CC=CC=3)=[CH:39][C:27]3[CH2:28][CH:29]([CH2:31][CH2:32][C:33]4[CH:38]=[CH:37][CH:36]=[CH:35][CH:34]=4)[O:30][C:26]=3[CH:25]=1)C=2)(OC)=O.FC(F)(F)C(O)=O.C1(SC)C=CC=CC=1.C(=O)(O)[O-].[Na+]>[Cl-].[Na+].O.C(OCC)C.O1CCCC1>[C:33]1([CH2:32][CH2:31][CH:29]2[CH2:28][C:27]3[CH:39]=[CH:40][CH:24]=[CH:25][C:26]=3[O:30]2)[CH:34]=[CH:35][CH:36]=[CH:37][CH:38]=1 |f:4.5,6.7.8|. Procedure: Methanesulfonic acid (0.5 mL) was added dropwise to a solution of 6-[3-(carbomethoxy-2-methoxyquinolin-7-yl)thiopropyl]-5-benzyloxy-2-(2-phenylethyl)-2,3-dihydrobenzofuran, E25, (1.1 gm; 1.7 mmoles), trifluoroacetic acid (11 mL) and thioanisole (3 mL) at 5° C. The mixture was stirred for 30 minutes and then added in portions to an ice cold stirring biphasic mixture of saturated sodium bicarbonate solution (150 mL), brine (25 mL), tetrahydrofurane (125 mL) and diethyl ether (25 mL). The organic l... Reactants: C(C)(C)(C)OC(=O)N[C@@H](C(=O)O)CC1=CC=C(C=C1)C(F)(F)F ((2R)-2-{[(tert-butoxy)carbonyl]amino}-3-[4-(trifluoromethyl)phenyl]propanoic acid), NC=1C=NC2=CC=CC=C2C1 (3-aminoquinoline), C[N+]1(CCOCC1)C2=NC(=NC(=N2)OC)OC.[Cl-] (DMT-MM). Run in C(C)(=O)OCC (ethyl acetate). Reaction conditions: time 8 hour. Product: N1=CC(=CC2=CC=CC=C12)NC(=O)[C@@H](CC1=CC=C(C=C1)C(F)(F)F)NC(OC(C)(C)C)=O (tert-butyl N-[(1R)-1-[(quinolin-3-yl)carbamoyl]-2-[4-(trifluoromethyl)phenyl]ethyl]carbamate). Isolated yield 92.8%. Reaction SMILES: [C:1]([O:5][C:6]([NH:8][C@H:9]([CH2:13][C:14]1[CH:19]=[CH:18][C:17]([C:20]([F:23])([F:22])[F:21])=[CH:16][CH:15]=1)[C:10]([OH:12])=O)=[O:7])([CH3:4])([CH3:3])[CH3:2].[NH2:24][C:25]1[CH:26]=[N:27][C:28]2[C:33]([CH:34]=1)=[CH:32][CH:31]=[CH:30][CH:29]=2.C[N+]1(C2N=C(OC)N=C(OC)N=2)CCOCC1.[Cl-]>C(OCC)(=O)C>[N:27]1[C:28]2[C:33](=[CH:32][CH:31]=[CH:30][CH:29]=2)[CH:34]=[C:25]([NH:24][C:10]([C@H:9]([NH:8][C:6](=[O:7])[O:5][C:1]([CH3:2])([CH3:3])[CH3:4])[CH2:13][C:14]2[CH:15]=[CH:16][C:17]([C:20]([F:21])([F:22])[F:23])=[CH:18][CH:19]=2)=[O:12])[CH:26]=1 |f:2.3|. Procedure: To a solution of (2R)-2-{[(tert-butoxy)carbonyl]amino}-3-[4-(trifluoromethyl)phenyl]propanoic acid XII (0.93 g, 2.79 mmol) and 3-aminoquinoline XIII (0.45 g, 3.10 mmol) in ethyl acetate (30 mL) was added DMT-MM (1.0 g, 3.63 mmol). After being stirred at r.t. overnight, the reaction was washed with water, 1 N HCl, aq. sat. NaHCO3, water and dried over Na2SO4. The solvent was removed under reduced pressure to afford tert-butyl N-[(1R)-1-[(quinolin-3-yl)carbamoyl]-2-[4-(trifluoromethyl)phenyl]ethyl... Reactants: ice H2O, OC1=CC(=NC2=C(C=CC=C12)OC)C(F)(F)F (4-Hydroxy-8-methoxy-2-trifluoromethylquinoline), O=P(Cl)(Cl)Cl (POCl3), CN(C)C=O (DMF). Run in C(Cl)Cl (CH2Cl2). Run at time 8 hour. Yields the product ClC1=CC(=NC2=C(C=CC=C12)OC)C(F)(F)F (4-Chloro-8-methoxy-2-(trifluoromethyl)quinoline). Reaction SMILES: O[C:2]1[C:11]2[C:6](=[C:7]([O:12][CH3:13])[CH:8]=[CH:9][CH:10]=2)[N:5]=[C:4]([C:14]([F:17])([F:16])[F:15])[CH:3]=1.CN(C=O)C.O=P(Cl)(Cl)[Cl:25]>C(Cl)Cl>[Cl:25][C:2]1[C:11]2[C:6](=[C:7]([O:12][CH3:13])[CH:8]=[CH:9][CH:10]=2)[N:5]=[C:4]([C:14]([F:17])([F:16])[F:15])[CH:3]=1. Reported procedure: 4-Hydroxy-8-methoxy-2-trifluoromethylquinoline (18.77 g) is dissolved in 450 mL 8:1 CH2Cl2:DMF. POCl3 (50 mL) is added dropwise and the reaction is allowed to stir overnight. The reaction is then poured into 500 mL ice/H2O and the aqueous is extracted 2× with CH2Cl2. The organic portions are combined, washed 1× with brine, dried over MgSO4, and evaporated. The resulting oil crystallizes upon standing. The solid is recrystallized from 95% EtOH. A second crop of crystals could be obtained by conce...